This data is from the Open Reaction Database (ORD), a public repository of structured organic reaction records. The task is: describe an organic reaction: reactants, conditions, products, and yield The reactants are C(=O)(O)C(COB(O)C1=CC=CC=C1)(C)C ((2-Carboxy-2-methylpropyl)phenylboronic acid), ClC1=NC=CC=C1S(=O)(=O)N(C1=NC=C(N=C1OC)C)C(=O)OCC(C)C (2-chloro-N-isobutoxycarbonyl-N-(3-methoxy-5-methylpyrazin-2-yl)pyridine-3-sulphonamide), C([O-])([O-])=O.[Na+].[Na+] (sodium carbonate), C1(=CC=CC=C1)C (toluene). The solvent is O (water). Conditions: temperature 85 celsius. The product is C(=O)(O)C(CC1=CC=C(C=C1)C1=NC=CC=C1S(=O)(=O)N(C1=NC=C(N=C1OC)C)C(=O)OCC(C)C)(C)C (2-[4-(2-carboxy-2-methylpropyl)phenyl]-N-(isobutoxycarbonyl)-N-(3-methoxy-5-methylpyrazin-2-yl)pyridine-3-sulphonamide). As a reaction SMILES: [C:1]([C:4](C)([CH3:15])[CH2:5]OB(C1C=CC=CC=1)O)([OH:3])=[O:2].Cl[C:18]1[C:23]([S:24]([N:27]([C:37]([O:39][CH2:40][CH:41]([CH3:43])[CH3:42])=[O:38])[C:28]2[C:33]([O:34][CH3:35])=[N:32][C:31]([CH3:36])=[CH:30][N:29]=2)(=[O:26])=[O:25])=[CH:22][CH:21]=[CH:20][N:19]=1.C(=O)([O-])[O-].[Na+].[Na+].[C:50]1([CH3:56])[CH:55]=[CH:54][CH:53]=[CH:52][CH:51]=1>O>[C:1]([C:4]([CH3:15])([CH3:5])[CH2:56][C:50]1[CH:55]=[CH:54][C:53]([C:18]2[C:23]([S:24]([N:27]([C:37]([O:39][CH2:40][CH:41]([CH3:43])[CH3:42])=[O:38])[C:28]3[C:33]([O:34][CH3:35])=[N:32][C:31]([CH3:36])=[CH:30][N:29]=3)(=[O:26])=[O:25])=[CH:22][CH:21]=[CH:20][N:19]=2)=[CH:52][CH:51]=1)([OH:3])=[O:2] |f:2.3.4|. Procedure: (2-Carboxy-2-methylpropyl)phenylboronic acid (608 mg), 2-chloro-N-isobutoxycarbonyl-N-(3-methoxy-5-methylpyrazin-2-yl)pyridine-3-sulphonamide (1.03 g) and sodium carbonate (583 mg) were added to a mixture of toluene (25 ml) ethanol (25 ml) and water (10 ml). The mixture was deoxygenated by alternatively bubbling argon through and evacuating (3 cycles) and tetrakis(triphenylphosphine)palladium(0) (100 mgs) was added. The reaction mixture was heated to 85° C. for 18 hours, cooled to ambient temper... Reactants: CN1N=C(C2=C(C=CC=C12)OC1=CC2=CC=CC=C2C=C1)NCC(=O)O ([1-Methyl-4-(naphthalen-2-yloxy)-1H-indazol-3-ylamino]-acetic acid), [OH-].[Na+] (NaOH). The solvent is CCO.O (EtOH H2O). Run at time 8 hour. The product is CN1N=C(C2=C(C=CC=C12)OC1=CC2=CC=CC=C2C=C1)N (1-Methyl-4-(naphthalen-2-yloxy)-1H-indazol-3-ylamine). RXN SMILES: [CH3:1][N:2]1[C:10]2[C:5](=[C:6]([O:11][C:12]3[CH:21]=[CH:20][C:19]4[C:14](=[CH:15][CH:16]=[CH:17][CH:18]=4)[CH:13]=3)[CH:7]=[CH:8][CH:9]=2)[C:4]([NH:22]CC(O)=O)=[N:3]1.[OH-].[Na+]>CCO.O>[CH3:1][N:2]1[C:10]2[C:5](=[C:6]([O:11][C:12]3[CH:21]=[CH:20][C:19]4[C:14](=[CH:15][CH:16]=[CH:17][CH:18]=4)[CH:13]=3)[CH:7]=[CH:8][CH:9]=2)[C:4]([NH2:22])=[N:3]1 |f:1.2,3.4|. Procedure: [1-Methyl-4-(naphthalen-2-yloxy)-1H-indazol-3-ylamino]-acetic acid (A25) To a 50 mL round-bottomed, one-necked flask containing K-3 (90 mg, 0.25 mmol) was added 1:1 EtOH/H2O (2 mL). To this stirring suspension was added 15% aqueous NaOH (0.133 mL, 0.5 mmol) and the reaction mixture was allowed to stir at room temperature overnight. The reaction mixture was concentrated on the vacuum line and the resulting solid was suspended in H2O (2 mL) and 1N HCl was added until a pH of 1-2 (litmus paper) was... Reactants: CCCCCC(C)C, O=S(=O)(O)Cl, ClCCl, c1ccc(Oc2ccccc2)cc1. The product is O=S(=O)(O)c1ccc(Oc2ccccc2)cc1. Reaction SMILES: [CH3:19][CH2:20][CH2:21][CH2:22][CH2:23][CH:24]([CH3:25])[CH3:26].[Cl:14][S:15](=[O:16])(=[O:17])[OH:18].[Cl:27][CH2:28][Cl:29].[c:1]1([O:7][c:8]2[cH:9][cH:10][cH:11][cH:12][cH:13]2)[cH:2][cH:3][cH:4][cH:5][cH:6]1>>[c:1]1([O:7][c:8]2[cH:9][cH:10][cH:11][cH:12][cH:13]2)[cH:2][cH:3][c:4]([S:15](=[O:16])(=[O:17])[OH:18])[cH:5][cH:6]1. As a reaction SMILES: [C:1]1([CH:11]2[CH2:17][NH:16][C:15](=[O:18])[CH:14]([N:19]3[C:23](=[O:24])[C:22]4=[CH:25][CH:26]=[CH:27][CH:28]=[C:21]4[C:20]3=[O:29])[CH2:13][S:12]2)[C:10]2[C:5](=[CH:6][CH:7]=[CH:8][CH:9]=2)[CH:4]=[CH:3][CH:2]=1.Br[CH2:31][C:32]([O:34][C:35]([CH3:38])([CH3:37])[CH3:36])=[O:33].[H-].[Na+].C(OCC)(=O)C>CN(C)C=O.CN(C)P(=O)(N(C)C)N(C)C.O>[C:1]1([CH:11]2[CH2:17][N:16]([CH2:31][C:32]([O:34][C:35]([CH3:38])([CH3:37])[CH3:36])=[O:33])[C:15](=[O:18])[CH:14]([N:19]3[C:20](=[O:29])[C:21]4=[CH:28][CH:27]=[CH:26][CH:25]=[C:22]4[C:23]3=[O:24])[CH2:13][S:12]2)[C:10]2[C:5](=[CH:6][CH:7]=[CH:8][CH:9]=2)[CH:4]=[CH:3][CH:2]=1 |f:2.3|. Run in O (water), CN(C=O)C (dimethylformamide), CN(P(N(C)C)(N(C)C)=O)C (hexamethylphosphoric triamide). Product: C1(=CC=CC2=CC=CC=C12)C1SCC(C(N(C1)CC(=O)OC(C)(C)C)=O)N1C(C=2C(C1=O)=CC=CC2)=O (t-Butyl α-[2(1-naphthyl)-5-oxo-6-phthalimidoperhydro-1,4-thiazepin-4-yl]acetate). The reactants are C1(=CC=CC2=CC=CC=C12)C1SCC(C(NC1)=O)N1C(C=2C(C1=O)=CC=CC2)=O (2-(1-naphthyl)-5-oxo-6-phthalimidoperhydro-1,4-thiazepine), C(C)(=O)OCC (Ethyl acetate), BrCC(=O)OC(C)(C)C (t-butyl bromoacetate), [H-].[Na+] (sodium hydride). Reaction conditions: time 16 hour. Reported procedure: To a suspension of 3.4 g of 2-(1-naphthyl)-5-oxo-6-phthalimidoperhydro-1,4-thiazepine [prepared as described in step (e) above] in a mixture of 34 ml of dimethylformamide and 10 ml of hexamethylphosphoric triamide were added dropwise 2.25 ml of t-butyl bromoacetate and then, bit by bit, 609 mg of a 55% w/w suspension of sodium hydride in oil at 0°-5° C., under a nitrogen stream. After this addition, the reaction mixture was stirred for 16 hours at room temperature. Ethyl acetate and water were t... Starting materials: C(#C)C1=C(C=O)C=CC=C1 (2-ethynylbenzaldehyde), C(C1=CC=CC=C1)N=[N+]=[N-] (benzyl azide). The solvent is CN(C=O)C (N,N-dimethylformamide), O (water). Product: C(C1=CC=CC=C1)N1N=NC(=C1)C1=C(C=O)C=CC=C1 (2-(1-benzyl-1H-1,2,3-triazol-4-yl)benzaldehyde), C(C1=CC=CC=C1)N1N=NC=C1C1=C(C=O)C=CC=C1 (2-(1-benzyl-1H-1,2,3-triazol-5-yl)benzaldehyde). Isolated yield 30.0%. RXN SMILES: [C:1]([C:3]1[CH:10]=[CH:9][CH:8]=[CH:7][C:4]=1[CH:5]=[O:6])#[CH:2].[CH2:11]([N:18]=[N+:19]=[N-:20])[C:12]1[CH:17]=[CH:16][CH:15]=[CH:14][CH:13]=1>CN(C)C=O.O>[CH2:11]([N:18]1[CH:2]=[C:1]([C:3]2[CH:10]=[CH:9][CH:8]=[CH:7][C:4]=2[CH:5]=[O:6])[N:20]=[N:19]1)[C:12]1[CH:17]=[CH:16][CH:15]=[CH:14][CH:13]=1.[CH2:11]([N:18]1[C:1]([C:3]2[CH:10]=[CH:9][CH:8]=[CH:7][C:4]=2[CH:5]=[O:6])=[CH:2][N:20]=[N:19]1)[C:12]1[CH:17]=[CH:16][CH:15]=[CH:14][CH:13]=1. Procedure details: A solution of 2-ethynylbenzaldehyde (200 mg, 1.54 mmol) and benzyl azide (0.38 mL, 3.0 mmol) in 2.0 mL of N,N-dimethylformamide was stirred at 80° C. overnight. The reaction mixture was diluted with water, and the solution was extracted with a 5:1 solution (12 mL) of ethyl acetate and hexane. The extract was washed with water, brine, and dried over MgSO4. After filtration, the filtrate was concentrated in vacuo, and the residue was purified with silica gel column chromatography (hexane/ethyl ace...